Dataset: the Open Reaction Database (ORD), a public repository of structured organic reaction records. Task: describe an organic reaction: reactants, conditions, products, and yield Starting materials: CCN=C=S, CC#N, COC(=O)c1ccc(N)cc1, O. Yields the product CCNC(=S)Nc1ccc(C(=O)OC)cc1. As a reaction SMILES: [CH2:12]([CH3:13])[N:14]=[C:15]=[S:16].[CH3:18][C:19]#[N:20].[NH2:1][c:2]1[cH:3][cH:4][c:5]([C:6](=[O:7])[O:8][CH3:9])[cH:10][cH:11]1.[OH2:17]>>[NH:1]([c:2]1[cH:3][cH:4][c:5]([C:6](=[O:7])[O:8][CH3:9])[cH:10][cH:11]1)[C:15]([NH:14][CH2:12][CH3:13])=[S:16].